This data is from the Open Reaction Database (ORD), a public repository of structured organic reaction records. The task is: describe an organic reaction: reactants, conditions, products, and yield The reactants are CO, COC(=O)c1cc(C#Cc2ccc(-c3ccc(Cl)cc3)cn2)ccc1OCCN1CCCC1, Cl, [Na+], [OH-]. The product is O=C(O)c1cc(C#Cc2ccc(-c3ccc(Cl)cc3)cn2)ccc1OCCN1CCCC1. Reaction SMILES: [CH3:37][OH:38].[Cl:3][c:4]1[cH:5][cH:6][c:7](-[c:10]2[cH:11][cH:12][c:13]([C:16]#[C:17][c:18]3[cH:19][cH:20][c:21]([O:28][CH2:29][CH2:30][N:31]4[CH2:32][CH2:33][CH2:34][CH2:35]4)[c:22]([C:23](=[O:24])[O:25][CH3:26])[cH:27]3)[n:14][cH:15]2)[cH:8][cH:9]1.[ClH:36].[Na+:2].[OH-:1]>>[Cl:3][c:4]1[cH:5][cH:6][c:7](-[c:10]2[cH:11][cH:12][c:13]([C:16]#[C:17][c:18]3[cH:19][cH:20][c:21]([O:28][CH2:29][CH2:30][N:31]4[CH2:32][CH2:33][CH2:34][CH2:35]4)[c:22]([C:23](=[O:24])[OH:25])[cH:27]3)[n:14][cH:15]2)[cH:8][cH:9]1. The reactants are C(CCCCCCCC=C)O (9-decenol), C(=O)OCCCCCCCCC=CCCCC (9-tetradecenyl formate), CCCCC=CCCCC (5-decene). The reagents and catalysts are Cl[Ru](Cl)([P](C1CCCCC1)(C2CCCCC2)C3CCCCC3)([P](C4CCCCC4)(C5CCCCC5)C6CCCCC6)=CC7=CC=CC=C7 (Grubbs' catalyst). Product: C(CCCCCCCC=CCCCC)O (9-tetradecenol), C=CCCCC (1-hexene). As a reaction SMILES: C([O:3][CH2:4][CH2:5][CH2:6][CH2:7][CH2:8][CH2:9][CH2:10][CH2:11][CH:12]=[CH:13][CH2:14][CH2:15][CH2:16][CH3:17])=O.[CH3:18][CH2:19][CH2:20][CH2:21][CH:22]=[CH:23]CCCC.C(O)CCCCCCCC=C>Cl[Ru](=CC1C=CC=CC=1)([P](C1CCCCC1)(C1CCCCC1)C1CCCCC1)([P](C1CCCCC1)(C1CCCCC1)C1CCCCC1)Cl>[CH2:4]([OH:3])[CH2:5][CH2:6][CH2:7][CH2:8][CH2:9][CH2:10][CH2:11][CH:12]=[CH:13][CH2:14][CH2:15][CH2:16][CH3:17].[CH2:18]=[CH:19][CH2:20][CH2:21][CH2:22][CH3:23] |^1:47,66|. Procedure details: FIG. 9 shows a synthesis of 9-tetradecenyl formate, in which 5-decene is cross-metathesized with 9-decenol in the presence of Grubbs' catalyst to produce 9-tetradecenol while 1-hexene is removed from the reaction under vacuum, and in which the metathesis product, 9-tetradecenol, is reacted with formyl acetate. Starting materials: F[C@@H]1[C@@H]2[C@]3(CCC(C=C3CC[C@H]2[C@@H]2CCC([C@@]2(C)C1)=O)=O)C (11β-fluoroandrost-4-ene-3,17-dione), N1=CC=CC=C1 (pyridine), COC(C)(C)OC (dimethoxypropane), [NH+]1=CC=CC=C1.C1(=CC=C(C=C1)S(=O)(=O)[O-])C (pyridinium 4-toluenesulfonate). The solvent is C(C)(=O)OCC (ethyl acetate). Reaction conditions: time 8 hour. The product is F[C@@H]1[C@@H]2[C@]3(CCC(=CC3=CC[C@H]2[C@@H]2CCC([C@@]2(C)C1)=O)OC)C (11β-Fluoro-3-methoxyandrosta-3,5-dien-17-one). Reaction SMILES: [F:1][C@H:2]1[CH2:19][C@@:17]2([CH3:18])[C@@H:13]([CH2:14][CH2:15][C:16]2=[O:20])[C@H:12]2[C@H:3]1[C@:4]1([CH3:22])[C:9]([CH2:10][CH2:11]2)=[CH:8][C:7](=[O:21])[CH2:6][CH2:5]1.[CH3:23]OC(OC)(C)C.[NH+]1C=CC=CC=1.C1(C)C=CC(S([O-])(=O)=O)=CC=1.N1C=CC=CC=1>C(OCC)(=O)C>[F:1][C@H:2]1[CH2:19][C@@:17]2([CH3:18])[C@@H:13]([CH2:14][CH2:15][C:16]2=[O:20])[C@H:12]2[C@H:3]1[C@:4]1([CH3:22])[C:9](=[CH:10][CH2:11]2)[CH:8]=[C:7]([O:21][CH3:23])[CH2:6][CH2:5]1 |f:2.3|. Reported procedure: 10.0 g of 11β-fluoroandrost-4-ene-3,17-dione [U.S. Pat. No. 3,966,713 (1976)] is stirred under reflux with 60 ml of dimethoxypropane and 1.0 g of pyridinium-4-toluenesulfonate. After 8 hours, 1 ml of pyridine is added, the mixture is diluted with ethyl acetate, washed neutral with water, and dried. The crude product is chromatographed on silica gel with an acetone-hexane gradient. Yield: 7.8 g of 11β-fluoro-3-methoxyandrosta-3,5-dien-17-one as a foam. Reactants: C(C)(=O)OCC.CCCCCC (ethyl acetate hexane), [Si](C)(C)(C(C)(C)C)OCCC(C(S(=O)(=O)C1=CC=C(C=C1)Cl)C1=C(C=CC(=C1)F)F)C (2-[4-(t-butyldimethylsilyloxy)-1-[(4-chlorophenyl)sulfonyl]-2-methylbutyl]-1,4-difluorobenzene), [Si](C)(C)(C(C)(C)C)OCCC(C(S(=O)(=O)C1=CC=C(C=C1)Cl)C1=C(C=CC(=C1)F)F)C (2-[4-(t-butyldimethylsilyloxy)-1-[(4-chlorophenyl)sulfonyl]-2-methylbutyl]-1,4-difluorobenzene), N1=CC=CC=C1.F (hydrogen fluoride-pyridine). Solvent: O1CCCC1 (tetrahydrofuran), C(C)(=O)OCC (ethyl acetate). Reaction conditions: time 15 hour. The product is ClC1=CC=C(C=C1)S(=O)(=O)C(C(CCO)C)C1=C(C=CC(=C1)F)F (4-(4-Chlorophenylsulfonyl)-4-(2,5-difluorophenyl)-3-methyl-1-butanol). The yield is 46.1%. As a reaction SMILES: [Si]([O:8][CH2:9][CH2:10][CH:11]([CH3:31])[CH:12]([C:23]1[CH:28]=[C:27]([F:29])[CH:26]=[CH:25][C:24]=1[F:30])[S:13]([C:16]1[CH:21]=[CH:20][C:19]([Cl:22])=[CH:18][CH:17]=1)(=[O:15])=[O:14])(C(C)(C)C)(C)C.N1C=CC=CC=1.F.C(OCC)(=O)C.CCCCCC>O1CCCC1.C(OCC)(=O)C>[Cl:22][C:19]1[CH:18]=[CH:17][C:16]([S:13]([CH:12]([C:23]2[CH:28]=[C:27]([F:29])[CH:26]=[CH:25][C:24]=2[F:30])[CH:11]([CH3:31])[CH2:10][CH2:9][OH:8])(=[O:15])=[O:14])=[CH:21][CH:20]=1 |f:1.2,3.4|. Procedure: The 2-[4-(t-butyldimethylsilyloxy)-1-[(4-chlorophenyl)sulfonyl]-2-methylbutyl]-1,4-difluorobenzene (Compound A (Isomer B)) (102 mg, 0.209 mmol) obtained in Example 237 was dissolved in tetrahydrofuran (3 ml), followed by the addition of hydrogen fluoride-pyridine (0.5 ml). The resulting mixture was stirred at room temperature for 15 hours. The reaction mixture was diluted with ethyl acetate, washed with water and brine, and then dried over magnesium sulfate. The solid thus obtained was recrystal... Reactants: N1(CCOCC1)C=1C2=C(N=C(N1)[Sn](CCCC)(CCCC)CCCC)C=C(S2)CN2CCN(CC2)C(C(=O)N)(C)C (2-[4-(4-morpholin-4-yl-2-(tributylstannanyl)thieno[3,2-d]pyrimidin-6-ylmethyl)piperazin-1-yl]isobutyramide), BrC1=C(C=CC=2N1C=CN2)F (5-bromo-6-fluoro-imidazo[1,2-a]pyridine). The reagents and catalysts are C=1C=CC(=CC1)[P](C=2C=CC=CC2)(C=3C=CC=CC3)[Pd]([P](C=4C=CC=CC4)(C=5C=CC=CC5)C=6C=CC=CC6)([P](C=7C=CC=CC7)(C=8C=CC=CC8)C=9C=CC=CC9)[P](C=1C=CC=CC1)(C=1C=CC=CC1)C=1C=CC=CC1 (Pd(PPh3)4), S1C(=CC=C1)C(=O)[O-].[Cu+] (copper(I) thiophene-2-carboxylate). The solvent is O1CCOCC1 (dioxane). Reaction conditions: temperature 150 celsius. Yields the product FC=1C=CC=2N(C1C=1N=C(C3=C(N1)C=C(S3)CN3CCN(CC3)C(C(=O)N)(C)C)N3CCOCC3)C=CN2 (2-(4-((2-(6-fluoroimidazo[1,2-a]pyridin-5-yl)-4-morpholinothieno[3,2-d]pyrimidin-6-yl)methyl)piperazin-1-yl)-2-methylpropanamide). Isolated yield 37.1%. As a reaction SMILES: [N:1]1([C:7]2[C:8]3[S:28][C:27]([CH2:29][N:30]4[CH2:35][CH2:34][N:33]([C:36]([CH3:41])([CH3:40])[C:37]([NH2:39])=[O:38])[CH2:32][CH2:31]4)=[CH:26][C:9]=3[N:10]=[C:11]([Sn](CCCC)(CCCC)CCCC)[N:12]=2)[CH2:6][CH2:5][O:4][CH2:3][CH2:2]1.Br[C:43]1[N:48]2[CH:49]=[CH:50][N:51]=[C:47]2[CH:46]=[CH:45][C:44]=1[F:52]>O1CCOCC1.C1C=CC([P]([Pd]([P](C2C=CC=CC=2)(C2C=CC=CC=2)C2C=CC=CC=2)([P](C2C=CC=CC=2)(C2C=CC=CC=2)C2C=CC=CC=2)[P](C2C=CC=CC=2)(C2C=CC=CC=2)C2C=CC=CC=2)(C2C=CC=CC=2)C2C=CC=CC=2)=CC=1.S1C=CC=C1C([O-])=O.[Cu+]>[F:52][C:44]1[CH:45]=[CH:46][C:47]2[N:48]([CH:49]=[CH:50][N:51]=2)[C:43]=1[C:11]1[N:12]=[C:7]([N:1]2[CH2:2][CH2:3][O:4][CH2:5][CH2:6]2)[C:8]2[S:28][C:27]([CH2:29][N:30]3[CH2:31][CH2:32][N:33]([C:36]([CH3:41])([CH3:40])[C:37]([NH2:39])=[O:38])[CH2:34][CH2:35]3)=[CH:26][C:9]=2[N:10]=1 |f:4.5,^1:62,64,83,102|. Procedure details: A mixture of 2-[4-(4-morpholin-4-yl-2-(tributylstannanyl)thieno[3,2-d]pyrimidin-6-ylmethyl)piperazin-1-yl]isobutyramide (69 mg, 0.10 mmol), 5-bromo-6-fluoro-imidazo[1,2-a]pyridine (25 mg, 0.12 mmol), Pd(PPh3)4 (12 mg, 0.01 mmol) and copper(I) thiophene-2-carboxylate (4 mg, 0.02 mmol) in dioxane (1 mL) was purged with argon gas then heated at 150° C., for 20 min, in a microwave reactor. The reaction mixture was loaded onto an Isolute® SCX-2 cartridge (10 g), washed with MeOH then eluted with 2 M ... Reactants: [O-][n+]1ccccc1Br, CC(C)(C)OC(=O)Nc1ccc(Oc2ccnc3cc(I)sc23)c(F)c1, C1COCCO1, c1ccc(P(c2ccccc2)(c2ccccc2)[Pd](P(c2ccccc2)(c2ccccc2)c2ccccc2)(P(c2ccccc2)(c2ccccc2)c2ccccc2)P(c2ccccc2)(c2ccccc2)c2ccccc2)cc1. Yields the product CC(C)(C)OC(=O)Nc1ccc(Oc2ccnc3cc(-c4cccc[n+]4[O-])sc23)c(F)c1. RXN SMILES: [Br:27][c:28]1[n+:29]([O-:34])[cH:30][cH:31][cH:32][cH:33]1.[F:1][c:2]1[cH:3][c:4]([NH:19][C:20]([O:21][C:22]([CH3:23])([CH3:24])[CH3:25])=[O:26])[cH:5][cH:6][c:7]1[O:8][c:9]1[c:10]2[c:11]([n:12][cH:13][cH:14]1)[cH:15][c:16]([I:18])[s:17]2.[O:35]1[CH2:36][CH2:37][O:38][CH2:39][CH2:40]1.[cH:41]1[cH:42][cH:43][c:44]([P:45]([Pd:46]([P:47]([c:48]2[cH:49][cH:50][cH:51][cH:52][cH:53]2)([c:54]2[cH:55][cH:56][cH:57][cH:58][cH:59]2)[c:60]2[cH:61][cH:62][cH:63][cH:64][cH:65]2)([P:66]([c:67]2[cH:68][cH:69][cH:70][cH:71][cH:72]2)([c:73]2[cH:74][cH:75][cH:76][cH:77][cH:78]2)[c:79]2[cH:80][cH:81][cH:82][cH:83][cH:84]2)[P:85]([c:86]2[cH:87][cH:88][cH:89][cH:90][cH:91]2)([c:92]2[cH:93][cH:94][cH:95][cH:96][cH:97]2)[c:98]2[cH:99][cH:100][cH:101][cH:102][cH:103]2)([c:104]2[cH:105][cH:106][cH:107][cH:108][cH:109]2)[c:110]2[cH:111][cH:112][cH:113][cH:114][cH:115]2)[cH:116][cH:117]1>>[F:1][c:2]1[cH:3][c:4]([NH:19][C:20]([O:21][C:22]([CH3:23])([CH3:24])[CH3:25])=[O:26])[cH:5][cH:6][c:7]1[O:8][c:9]1[c:10]2[c:11]([n:12][cH:13][cH:14]1)[cH:15][c:16](-[c:28]1[n+:29]([O-:34])[cH:30][cH:31][cH:32][cH:33]1)[s:17]2. The reactants are N(=NC(=O)OCC)C(=O)OCC (diethyl azodicarboxylate), C(C)(C)(C)OC(=O)N1CCC(CC1)N1CCC2=CC=C(C=C12)CO (1-[1-(t-butoxycarbonyl)piperidin-4-yl]-6-hydroxymethylindoline), C1(=CC=CC=C1)P(C1=CC=CC=C1)C1=CC=CC=C1 (triphenylphosphine), C1(C=2C(C(N1)=O)=CC=CC2)=O (phthalimide), resultant mixture. Run in O1CCCC1 (tetrahydrofuran), O1CCCC1 (tetrahydrofuran). Product: C(C)(C)(C)OC(=O)N1CCC(CC1)N1CCC2=CC=C(C=C12)CN (1-[1-(t-butoxycarbonyl)piperidin-4-yl]-6- aminomethylindoline). The yield is 105.4%. Reaction SMILES: [N:1](C(OCC)=O)=NC(OCC)=O.[C:13]([O:17][C:18]([N:20]1[CH2:25][CH2:24][CH:23]([N:26]2[C:34]3[C:29](=[CH:30][CH:31]=[C:32]([CH2:35]O)[CH:33]=3)[CH2:28][CH2:27]2)[CH2:22][CH2:21]1)=[O:19])([CH3:16])([CH3:15])[CH3:14].C1(P(C2C=CC=CC=2)C2C=CC=CC=2)C=CC=CC=1.C1(=O)NC(=O)C2=CC=CC=C12>O1CCCC1>[C:13]([O:17][C:18]([N:20]1[CH2:25][CH2:24][CH:23]([N:26]2[C:34]3[C:29](=[CH:30][CH:31]=[C:32]([CH2:35][NH2:1])[CH:33]=3)[CH2:28][CH2:27]2)[CH2:22][CH2:21]1)=[O:19])([CH3:14])([CH3:15])[CH3:16]. Procedure details: Under ice cooling, a solution of diethyl azodicarboxylate (4.6 g) in tetrahydrofuran (20 ml) was added dropwise into a solution of 1-[1-(t-butoxycarbonyl)piperidin-4-yl]-6-hydroxymethylindoline (7.9 g), triphenylphosphine (6.9 g) and phthalimide (3.9 g) in tetrahydrofuran (250 ml) and the resultant mixture was stirred at room temperature for 3 hr. After concentrating under reduced pressure, the resulting residue was purified by silica gel column chromatography (ethyl acetate/hexane system). Then... Reactants: ClC1=NC2=CC=C(C=C2C=C1)COC1=CC(=CC(=C1)C1(CCOCC1)OC)F (2-Chloro-6-[3-fluoro-5-(4-methoxy-tetrahydro-pyran-4-yl)-phenoxymethyl]-quinoline), [N-]=[N+]=[N-].[Na+] (sodium azide). Solvent: CCOC(=O)C (EtOAc), O (water), CN(C)C=O (DMF). Run at temperature 130 celsius. Yields the product FC=1C=C(OCC=2C=C3C=CC=4N(C3=CC2)N=NN4)C=C(C1)C1(CCOCC1)OC (7-[3-Fluoro-5-(4-methoxy-tetrahydro-pyran-4-yl)-phenoxymethyl]-1,2,3,9b-tetraaza-cyclopenta[a]naphthalene). As a reaction SMILES: Cl[C:2]1[CH:11]=[CH:10][C:9]2[C:4](=[CH:5][CH:6]=[C:7]([CH2:12][O:13][C:14]3[CH:19]=[C:18]([C:20]4([O:26][CH3:27])[CH2:25][CH2:24][O:23][CH2:22][CH2:21]4)[CH:17]=[C:16]([F:28])[CH:15]=3)[CH:8]=2)[N:3]=1.[N-:29]=[N+:30]=[N-:31].[Na+]>CN(C=O)C.CCOC(C)=O.O>[F:28][C:16]1[CH:15]=[C:14]([CH:19]=[C:18]([C:20]2([O:26][CH3:27])[CH2:21][CH2:22][O:23][CH2:24][CH2:25]2)[CH:17]=1)[O:13][CH2:12][C:7]1[CH:8]=[C:9]2[C:4](=[CH:5][CH:6]=1)[N:3]1[N:29]=[N:30][N:31]=[C:2]1[CH:11]=[CH:10]2 |f:1.2|. Reported procedure: To 9b (29 mg, 0.07 mmol) in DMF (1 mL) was added sodium azide (9 mg, 0.09 mmol). The reaction was heated at 130° C. overnight, then cooled to room temperature and diluted with EtOAc and water. The aqueous layer was extracted with EtOAc, and the combined organic layers were dried over MgSO4, filtered, and concentrated. The crude material was purified by silica gel chromatography (50% EtOAc in hexanes) to give the desired product, 9c. Starting materials: COc1ccc(N2C(=O)CCC2=O)cn1, C1CCOC1. Yields the product O=C1CCC(=O)N1c1ccc(O)nc1. RXN SMILES: [CH3:1][O:2][c:3]1[cH:4][cH:5][c:6]([N:9]2[C:10](=[O:15])[CH2:11][CH2:12][C:13]2=[O:14])[cH:7][n:8]1.[O:16]1[CH2:17][CH2:18][CH2:19][CH2:20]1>>[OH:2][c:3]1[cH:4][cH:5][c:6]([N:9]2[C:10](=[O:15])[CH2:11][CH2:12][C:13]2=[O:14])[cH:7][n:8]1. The reactants are C[S-].[Na+] (Sodium methanethiolate), ClC1=C(C=CC(=C1)S(=O)(=O)C1=C(C=CC=C1)F)NC([C@@](C(F)(F)F)(C)O)=O ((R)-N-[2-chloro-4-(2-fluorophenylsulphonyl)phenyl]-2-hydroxy-2-methyl-3,3,3-trifluoropropanamide), [Cl-].[NH4+] (ammonium chloride). Procedure: Sodium methanethiolate (49.5 mg) was added to a solution of (R)-N-[2-chloro-4-(2-fluorophenylsulphonyl)phenyl]-2-hydroxy-2-methyl-3,3,3-trifluoropropanamide (Method 63) (0.15 g) in NMP (1.5 ml) and the mixture was heated at 120° C. for 18 hours then cooled. Saturated aqueous ammonium chloride solution (15 ml) was added and the mixture was extracted with ethyl acetate (2×50 ml). The organic extracts were combined, washed with brine and dried. Volatile material was removed by evaporation and the r... Conditions: temperature 120 celsius. Solvent: CN1CCCC1=O (NMP). Yields the product ClC1=C(C=CC(=C1)S(=O)(=O)C1=C(C=CC=C1)SC)NC([C@@](C(F)(F)F)(C)O)=O ((R)-N-[2-Chloro-4-(2-methylsulphanylphenylsulphonyl)phenyl]-2-hydroxy-2-methyl-3,3,3-trifluoropropanamide). Isolated yield 62.5%. Reaction SMILES: [CH3:1][S-:2].[Na+].[Cl:4][C:5]1[CH:10]=[C:9]([S:11]([C:14]2[CH:19]=[CH:18][CH:17]=[CH:16][C:15]=2F)(=[O:13])=[O:12])[CH:8]=[CH:7][C:6]=1[NH:21][C:22](=[O:30])[C@:23]([OH:29])([CH3:28])[C:24]([F:27])([F:26])[F:25].[Cl-].[NH4+]>CN1C(=O)CCC1>[Cl:4][C:5]1[CH:10]=[C:9]([S:11]([C:14]2[CH:19]=[CH:18][CH:17]=[CH:16][C:15]=2[S:2][CH3:1])(=[O:13])=[O:12])[CH:8]=[CH:7][C:6]=1[NH:21][C:22](=[O:30])[C@:23]([OH:29])([CH3:28])[C:24]([F:27])([F:26])[F:25] |f:0.1,3.4|.